Dataset: the Open Reaction Database (ORD), a public repository of structured organic reaction records. Task: describe an organic reaction: reactants, conditions, products, and yield Starting materials: OCC(C1=NCCC2=CC(=C(C=C12)OC)OC)CO (1-[bis(hydroxymethyl)-methyl]-6,7-dimethoxy-3,4-dihydroisoquinoline), Br (hydrogen bromide). Yields the product Br.OCC(C1=NCCC2=CC(=C(C=C12)O)O)CO (1-[bis(hydroxymethyl)-methyl]-6,7-dihydroxy-3,4-dihydroisoquinoline hydrobromide). Isolated yield 82.0%. As a reaction SMILES: [OH:1][CH2:2][CH:3]([CH2:18][OH:19])[C:4]1[C:13]2[C:8](=[CH:9][C:10]([O:16]C)=[C:11]([O:14]C)[CH:12]=2)[CH2:7][CH2:6][N:5]=1.[BrH:20]>>[BrH:20].[OH:1][CH2:2][CH:3]([CH2:18][OH:19])[C:4]1[C:13]2[C:8](=[CH:9][C:10]([OH:16])=[C:11]([OH:14])[CH:12]=2)[CH2:7][CH2:6][N:5]=1 |f:2.3|. Procedure: 0.01 mole (2.65 g) of 1-[bis(hydroxymethyl)-methyl]-6,7-dimethoxy-3,4-dihydroisoquinoline is boiled with 10 ml of a 46% hydrogen bromide solution for 4 hours. The mixture is evaporated and the residue is triturated with acetone to yield the aimed compound.